This data is from the Open Reaction Database (ORD), a public repository of structured organic reaction records. The task is: describe an organic reaction: reactants, conditions, products, and yield The reactants are C(C)(C)(C)OC(NC1=C(C=C(C=C1)C1=C(C(=CC=C1)F)F)N)=O ((3-amino-2′,3′-difluoro-biphenyl-4-yl)-carbamic acid tert.-butyl ester), CC1(OC(C=C(O1)C=1C=C(C#N)C=CC1)=O)C (3-(2,2-dimethyl-6-oxo-6H-[1,3]dioxin-4-yl)-benzonitrile). Product: C(C)(C)(C)OC(NC1=C(C=C(C=C1)C1=C(C(=CC=C1)F)F)NC(CC(=O)C1=CC(=CC=C1)C#N)=O)=O ({3-[3-(3-Cyano-phenyl)-3-oxo-propionylamino]-2′,3′-difluoro-biphenyl-4-yl}-carbamic acid tert.-butyl ester). Isolated yield 21.6%. As a reaction SMILES: [C:1]([O:5][C:6](=[O:23])[NH:7][C:8]1[CH:13]=[CH:12][C:11]([C:14]2[CH:19]=[CH:18][CH:17]=[C:16]([F:20])[C:15]=2[F:21])=[CH:10][C:9]=1[NH2:22])([CH3:4])([CH3:3])[CH3:2].CC1(C)[O:30][C:29]([C:31]2[CH:32]=[C:33]([CH:36]=[CH:37][CH:38]=2)[C:34]#[N:35])=[CH:28][C:27](=O)[O:26]1>>[C:1]([O:5][C:6](=[O:23])[NH:7][C:8]1[CH:13]=[CH:12][C:11]([C:14]2[CH:19]=[CH:18][CH:17]=[C:16]([F:20])[C:15]=2[F:21])=[CH:10][C:9]=1[NH:22][C:27](=[O:26])[CH2:28][C:29]([C:31]1[CH:38]=[CH:37][CH:36]=[C:33]([C:34]#[N:35])[CH:32]=1)=[O:30])([CH3:4])([CH3:2])[CH3:3]. Procedure details: Prepared from (3-amino-2′,3′-difluoro-biphenyl-4-yl)-carbamic acid tert.-butyl ester (Example G49) (160 mg, 0.5 mmol) and 3-(2,2-dimethyl-6-oxo-6H-[1,3]dioxin-4-yl)-benzonitrile (Example J4) (115 mg, 0.5 mmol) according to the general procedure K. Obtained as a white solid (53 mg). The reactants are ClCC(=O)C1=CC2=C(OC3=C2C=C(C=C3)C(CCl)=O)C=C1 (2,8-bis(chloroacetyl)dibenzofuran), C(C)NCC (diethylamine). Run in O1CCCC1 (tetrahydrofuran). Yields the product O.Cl.Cl.C(C)N(CC)CC(=O)C1=CC2=C(OC3=C2C=C(C=C3)C(CN(CC)CC)=O)C=C1.C(C)N(CC)CC(=O)C1=CC3=C(OC2=C3C=C(C=C2)C(CN(CC)CC)=O)C=C1.Cl.Cl (2,8-Bis(diethylaminoacetyl)dibenzofuran dihydrochloride hemihydrate). Reaction SMILES: [Cl:1][CH2:2][C:3]([C:5]1[CH:21]=[CH:20][C:8]2[O:9][C:10]3[CH:15]=[CH:14][C:13]([C:16](=[O:19])[CH2:17]Cl)=[CH:12][C:11]=3[C:7]=2[CH:6]=1)=[O:4].[CH2:22]([NH:24][CH2:25][CH3:26])[CH3:23]>O1CCCC1>[OH2:4].[ClH:1].[ClH:1].[CH2:22]([N:24]([CH2:2][C:3]([C:5]1[CH:21]=[CH:20][C:8]2[O:9][C:10]3[CH:15]=[CH:14][C:13]([C:16](=[O:19])[CH2:17][N:24]([CH2:25][CH3:26])[CH2:22][CH3:23])=[CH:12][C:11]=3[C:7]=2[CH:6]=1)=[O:4])[CH2:25][CH3:26])[CH3:23].[CH2:22]([N:24]([CH2:2][C:3]([C:5]1[CH:21]=[CH:20][C:8]2[O:9][C:10]3[CH:15]=[CH:14][C:13]([C:16](=[O:19])[CH2:17][N:24]([CH2:25][CH3:26])[CH2:22][CH3:23])=[CH:12][C:11]=3[C:7]=2[CH:6]=1)=[O:4])[CH2:25][CH3:26])[CH3:23].[ClH:1].[ClH:1] |f:3.4.5.6.7.8.9|. Procedure: To a mixture of 25.0 g (0.078 mole) of 2,8-bis(chloroacetyl)dibenzofuran and 100 ml of tetrahydrofuran, cooled in an ice/water bath, was added 100 ml of diethylamine over a 20 minute period. The mixture was refluxed gently for 24 hours then filtered while hot. The solvent was removed in vacuo, and the remaining residue was slurried with ether and filtered. The filtrate was treated with ethereal HCl to give the desired product which was recrystallized from methanol-ether then from ethanol-ether. ... The reactants are C(C1=CC=CC=C1)C1=CN=C2C(=C(C(N(C2=C1)CC(=O)N1CCOCC1)=O)C(=O)OCC)O (ethyl 7-benzyl-4-hydroxy-1-(2-morpholin-4-yl-2-oxoethyl)-2-oxo-1,2-dihydro-1,5-naphthyridine-3-carboxylate), NCC1=CC=NC=C1 (4-(aminomethyl)pyridine). Yields the product C(C1=CC=CC=C1)C1=CN=C2C(=C(C(N(C2=C1)CC(=O)N1CCOCC1)=O)C(=O)NCC1=CC=NC=C1)O (7-Benzyl-4-hydroxy-1-(2-morpholin-4-yl-2-oxoethyl)-2-oxo-N-(pyridin-4-ylmethyl)-1,2-dihydro-1,5-naphthyridine-3-carboxamide). As a reaction SMILES: [CH2:1]([C:8]1[CH:17]=[C:16]2[C:11]([C:12]([OH:33])=[C:13]([C:28]([O:30]CC)=O)[C:14](=[O:27])[N:15]2[CH2:18][C:19]([N:21]2[CH2:26][CH2:25][O:24][CH2:23][CH2:22]2)=[O:20])=[N:10][CH:9]=1)[C:2]1[CH:7]=[CH:6][CH:5]=[CH:4][CH:3]=1.[NH2:34][CH2:35][C:36]1[CH:41]=[CH:40][N:39]=[CH:38][CH:37]=1>>[CH2:1]([C:8]1[CH:17]=[C:16]2[C:11]([C:12]([OH:33])=[C:13]([C:28]([NH:34][CH2:35][C:36]3[CH:41]=[CH:40][N:39]=[CH:38][CH:37]=3)=[O:30])[C:14](=[O:27])[N:15]2[CH2:18][C:19]([N:21]2[CH2:22][CH2:23][O:24][CH2:25][CH2:26]2)=[O:20])=[N:10][CH:9]=1)[C:2]1[CH:3]=[CH:4][CH:5]=[CH:6][CH:7]=1. Procedure details: This compound was prepared from ethyl 7-benzyl-4-hydroxy-1-(2-morpholin-4-yl-2-oxoethyl)-2-oxo-1,2-dihydro-1,5-naphthyridine-3-carboxylate and 4-(aminomethyl)pyridine employing methods similar to those employed in Example 11. The product was obtained as a white solid: 1H NMR (CDCl3) δ 10.48 (1H, br t, J=6 Hz), 8.62 (1H, d, J=1.1 Hz), 8.58 (2H, d, J=6 Hz), 7.38-7.29 (3H, m), 7.27 (2H, d, J=6 Hz), 7.19 (2H, d, J=7 Hz), 7.02 (1H, s), 4.93 (2H, s), 4.65 (2H, d, J=6 Hz), 4.16 (2H, s), 3.69 (4H, m), 3... Starting materials: C(C)(C)(C)OC(=O)CNCC(=O)OC1=C(C=C(C=O)C=C1C)C (4-(tert-butoxycarbonylmethylamino)acetoxy-3,5-dimethylbenzaldehyde), [BH4-].[Na+] (sodium borohydride). Run in O1CCCC1 (tetrahydrofuran), C(C)(=O)OCC (ethyl acetate). Conditions: time 2 hour. Yields the product CC1=C(C(=CC(=C1)CO)C)OC(CNCC(=O)OC(C)(C)C)=O ((tert-butoxycarbonylmethylamino)acetic acid 2,6-dimethyl-4-hydroxymethylphenyl ester). The yield is 100.1%. RXN SMILES: [C:1]([O:5][C:6]([CH2:8][NH:9][CH2:10][C:11]([O:13][C:14]1[C:21]([CH3:22])=[CH:20][C:17]([CH:18]=[O:19])=[CH:16][C:15]=1[CH3:23])=[O:12])=[O:7])([CH3:4])([CH3:3])[CH3:2].[BH4-].[Na+]>O1CCCC1.C(OCC)(=O)C>[CH3:22][C:21]1[CH:20]=[C:17]([CH2:18][OH:19])[CH:16]=[C:15]([CH3:23])[C:14]=1[O:13][C:11](=[O:12])[CH2:10][NH:9][CH2:8][C:6]([O:5][C:1]([CH3:3])([CH3:2])[CH3:4])=[O:7] |f:1.2|. Procedure: A mixture of 2.88 g of 4-(tert-butoxycarbonylmethylamino)acetoxy-3,5-dimethylbenzaldehyde and 0.34 g of sodium borohydride in 25 ml of tetrahydrofuran was stirred for 2 h at room temperature. The mixture was diluted with ethyl acetate and was washed with 0.25N HCl. The organic layer was dried over anhydrous sodium sulfate and concentrated to obtain (tert-butoxycarbonylmethylamino)acetic acid 2,6-dimethyl-4-hydroxymethylphenyl ester (2.9 g) as a colourless syrup. To a solution of 2.8 g of (tert-b... The reactants are COCOC1=C(C=CC(=C1)OCOC)C1CC(CCC1)CO ((±)-{3-[2,4-Bis(methoxymethoxy)phenyl]cyclohexyl}methanol), resin. The solvent is CO (methanol). Conditions: time 6 hour. Product: OCC1CC(CCC1)C1=C(C=C(C=C1)O)O ((±)-4-[3-(Hydroxymethyl)cyclohexyl]-1,3-benzenediol). Yield: 8.0%. Reaction SMILES: COC[O:4][C:5]1[CH:10]=[C:9]([O:11]COC)[CH:8]=[CH:7][C:6]=1[CH:15]1[CH2:20][CH2:19][CH2:18][CH:17]([CH2:21][OH:22])[CH2:16]1>CO>[OH:22][CH2:21][CH:17]1[CH2:18][CH2:19][CH2:20][CH:15]([C:6]2[CH:7]=[CH:8][C:9]([OH:11])=[CH:10][C:5]=2[OH:4])[CH2:16]1. Procedure details: (±)-{3-[2,4-Bis(methoxymethoxy)phenyl]cyclohexyl}methanol (35 mg) was heated at 50° C. in methanol (3.5 ml) containing acidic ion exchange resin (350 mg). After 6 hr, the mixture was filtered, the resin was washed with ethyl acetate, and the combined filtrate and washings were evaporated in vacuo. The crude residue was purified by flash column chromatography (SiO2, ethyl acetate/petrol, 1:1 v/v) to furnish a mixture of diastereoisomers of the title compound as a white solid (2 mg, 8%). δH (d4-Me... The reactants are NC=O, CSc1nc(=O)c2sc(N3CCOCC3)nc2n1Cc1cccc(Cl)c1C, O. Yields the product Cc1c(Cl)cccc1Cn1c(N)nc(=O)c2sc(N3CCOCC3)nc21. RXN SMILES: [CH:28](=[O:29])[NH2:30].[Cl:1][c:2]1[c:3]([CH3:27])[c:4]([CH2:8][n:9]2[c:10]([S:25][CH3:26])[n:11][c:12](=[O:24])[c:13]3[c:14]2[n:15][c:16]([N:18]2[CH2:19][CH2:20][O:21][CH2:22][CH2:23]2)[s:17]3)[cH:5][cH:6][cH:7]1.[OH2:31]>>[Cl:1][c:2]1[c:3]([CH3:27])[c:4]([CH2:8][n:9]2[c:10]([NH2:30])[n:11][c:12](=[O:24])[c:13]3[c:14]2[n:15][c:16]([N:18]2[CH2:19][CH2:20][O:21][CH2:22][CH2:23]2)[s:17]3)[cH:5][cH:6][cH:7]1. Starting materials: COC1=NS(N=C1NCC=1C=NC=CC1)=O (3-Methoxy-4-(3-pyridyl)methylamino-1,2,5-thiadiazole 1-oxide), CN(C)CC1=CC=C(O1)CSCCN (2-[(5-dimethylaminomethyl-2-furyl)methylthio]ethylamine). The solvent is CO (methanol), CO (methanol). Reaction conditions: time 18 hour. The product is N1=CC(=CC=C1)CNC1=NS(N=C1)=O ((3-pyridyl)methylamino-1,2,5-thiadiazole 1-oxide), oil. As a reaction SMILES: CO[C:3]1[C:7]([NH:8][CH2:9][C:10]2[CH:11]=[N:12][CH:13]=[CH:14][CH:15]=2)=[N:6][S:5](=[O:16])[N:4]=1.CN(CC1OC(CSCCN)=CC=1)C>CO>[N:12]1[CH:13]=[CH:14][CH:15]=[C:10]([CH2:9][NH:8][C:7]2[CH:3]=[N:4][S:5](=[O:16])[N:6]=2)[CH:11]=1. Reported procedure: To the methanol solution of 3-methoxy-4-(3-pyridyl)methylamino-1,2,5-thiadiazole 1-oxide produced in Step A was added a solution of 2-[(5-dimethylaminomethyl-2-furyl)methylthio]ethylamine (4.0 g; 18.7 mmoles) in 30 ml of methanol. The reaction mixture was stirred at ambient temperatures for 18 hours and the solvent was removed in vacuo. The residue was placed on 500 g of silica gel (230-400 mesh) and purified by flash chromatography using a gradient elution of acetonitrile-methanol After combini...